From a dataset of the Open Reaction Database (ORD), a public repository of structured organic reaction records. describe an organic reaction: reactants, conditions, products, and yield Starting materials: [Li].C[Si](C)(C)[N-][Si](C)(C)C (Lithium bis-(trimethylsilyl)-amide), C(C)(=O)C1=CC=C(C=C1)C1CN(CCO1)C(=O)OC(C)(C)C (tert-Butyl 2-(4-acetylphenyl)morpholine-4-carboxylate), ClC1=CC=C(C(=O)Cl)C=C1 (4-Chlorobenzoyl chloride). Solvent: C1CCOC1 (THF). Run at temperature -78 celsius, time 1 hour. Yields the product ClC1=CC=C(C=C1)C(CC(=O)C1=CC=C(C=C1)C1CN(CCO1)C(=O)OC(C)(C)C)=O (tert-Butyl 2-(4-(3-(4-chlorophenyl)-3-oxopropanoyl)phenyl)morpholine-4-carboxylate). The yield is 70.2%. As a reaction SMILES: [C:1]([C:4]1[CH:9]=[CH:8][C:7]([CH:10]2[O:15][CH2:14][CH2:13][N:12]([C:16]([O:18][C:19]([CH3:22])([CH3:21])[CH3:20])=[O:17])[CH2:11]2)=[CH:6][CH:5]=1)(=[O:3])[CH3:2].[Li].C[Si]([N-][Si](C)(C)C)(C)C.[Cl:33][C:34]1[CH:42]=[CH:41][C:37]([C:38](Cl)=[O:39])=[CH:36][CH:35]=1>C1COCC1>[Cl:33][C:34]1[CH:42]=[CH:41][C:37]([C:38](=[O:39])[CH2:2][C:1]([C:4]2[CH:5]=[CH:6][C:7]([CH:10]3[O:15][CH2:14][CH2:13][N:12]([C:16]([O:18][C:19]([CH3:22])([CH3:21])[CH3:20])=[O:17])[CH2:11]3)=[CH:8][CH:9]=2)=[O:3])=[CH:36][CH:35]=1 |f:1.2,^1:22|. Procedure: tert-Butyl 2-(4-acetylphenyl)morpholine-4-carboxylate (210 mg, 0.69 mmol) was dissolved in THF (3.5 ml). Lithium-bis-(trimethylsilyl)-amide solution (2.05 ml, 2.05 mmol, 1.0 M solution in THF) was added dropwise and the yellow reaction mixture was stirred at −78° C. for 1 hour. 4-Chlorobenzoyl chloride (120 mg, 0.69 mmol) was added and the reaction mixture was stirred for 90 min and was quenched by addition of 1M aqueous hydrochloric acid. Ethyl acetate was added and the organic layer was dried ... Starting materials: CC(C)(C)OC(=O)CN, CC(C)(C)c1cc(C(=O)O)ccc1OCc1ccccc1, CN1CCOCC1, CCOC(C)=O, CN(C)C=O. Yields the product CC(C)(C)OC(=O)CNC(=O)c1ccc(OCc2ccccc2)c(C(C)(C)C)c1. As a reaction SMILES: [C:27]([CH3:28])([CH3:29])([CH3:30])[O:31][C:32]([CH2:33][NH2:34])=[O:35].[CH2:1]([c:2]1[cH:3][cH:4][cH:5][cH:6][cH:7]1)[O:8][c:9]1[c:10]([C:18]([CH3:19])([CH3:20])[CH3:21])[cH:11][c:12]([C:13](=[O:14])[OH:15])[cH:16][cH:17]1.[CH3:36][N:37]1[CH2:38][CH2:39][O:40][CH2:41][CH2:42]1.[CH3:43][CH2:44][O:45][C:46]([CH3:47])=[O:48].[O:22]=[CH:23][N:24]([CH3:25])[CH3:26]>>[CH2:1]([c:2]1[cH:3][cH:4][cH:5][cH:6][cH:7]1)[O:8][c:9]1[c:10]([C:18]([CH3:19])([CH3:20])[CH3:21])[cH:11][c:12]([C:13](=[O:15])[NH:34][CH2:33][C:32]([O:31][C:27]([CH3:28])([CH3:29])[CH3:30])=[O:35])[cH:16][cH:17]1. Reactants: C(C=1C(N)=CC=CC1)(=O)O (anthranilic acid), BrCCBr (1,2-dibromoethane), FC1=C(N)C=CC=C1 (o-fluoroaniline). Run in O (water). Reaction conditions: temperature 100 celsius, time 10 hour. Yields the product C(=O)(O)C1=C(C=CC=C1)NCCNC1=C(C=CC=C1)F (1-((2-Carboxyphenyl)amino)-2-((2-fluorophenyl)amino)ethane). Isolated yield 9.0%. RXN SMILES: [C:1]([OH:10])(=[O:9])[C:2]1[C:3](=[CH:5][CH:6]=[CH:7][CH:8]=1)[NH2:4].[F:11][C:12]1[CH:18]=[CH:17][CH:16]=[CH:15][C:13]=1[NH2:14].Br[CH2:20][CH2:21]Br>O>[C:1]([C:2]1[CH:8]=[CH:7][CH:6]=[CH:5][C:3]=1[NH:4][CH2:20][CH2:21][NH:14][C:13]1[CH:15]=[CH:16][CH:17]=[CH:18][C:12]=1[F:11])([OH:10])=[O:9]. Procedure details: A solution of anthranilic acid (1.0 g, 7.3 mmol) in 1,2-dibromoethane (3 mL, 300 mol %) was heated to 100° C., and then o-fluoroaniline (2 mL, 200 mol %) was added. The reaction mixture was stirred at 100° C. for 10 h, then stirred at rt for 24 h. The reaction mixture was diluted with water and then extracted with EtOAc (3×100 mL). The EtOAc layer was washed with water, dried over MgSO4, filtered, and then concentrated. Purification by LPLC (EtOAc-hexane 1:5, then EtOAc-hexane 1:1) gave 0.17 g (... Reactants: C1COCCO1, C[O-], COCn1ncc(Cl)c(Cl)c1=O, [Na+]. The product is COCn1ncc(Cl)c(OC)c1=O. Reaction SMILES: [CH2:16]1[O:17][CH2:18][CH2:19][O:20][CH2:21]1.[CH3:13][O-:14].[Cl:1][c:2]1[c:3](=[O:12])[n:4]([CH2:9][O:10][CH3:11])[n:5][cH:6][c:7]1[Cl:8].[Na+:15]>>[c:2]1([O:14][CH3:13])[c:3](=[O:12])[n:4]([CH2:9][O:10][CH3:11])[n:5][cH:6][c:7]1[Cl:8]. The reactants are ClC1=NC=C(C(=N1)NC1=NNC(=C1)C)Cl (2,5-dichloro-N-(5-methyl-1H-pyrazol-3-yl)pyrimidin-4-amine), NC1=CC(=C(C=C1F)C1CC(N(CC1)C(=O)OC(C)(C)C)C)C (tert-butyl 4-(4-amino-5-fluoro-2-methylphenyl)-2-methylpiperidine-1-carboxylate), Cl (HCl). Solvent: CC(C)O (2-propanol). Conditions: temperature 130 celsius. Yields the product ClC=1C(=NC(=NC1)NC1=C(C=C(C(=C1)C)C1CC(NCC1)C)F)NC1=NNC(=C1)C (5-Chloro-N2-(2-fluoro-5-methyl-4-(2-methylpiperidin-4-yl)phenyl)-N4-(5-methyl-1H-pyrazol-3-yl)pyrimidine-2,4-diamine). RXN SMILES: Cl[C:2]1[N:7]=[C:6]([NH:8][C:9]2[CH:13]=[C:12]([CH3:14])[NH:11][N:10]=2)[C:5]([Cl:15])=[CH:4][N:3]=1.[NH2:16][C:17]1[C:22]([F:23])=[CH:21][C:20]([CH:24]2[CH2:29][CH2:28][N:27](C(OC(C)(C)C)=O)[CH:26]([CH3:37])[CH2:25]2)=[C:19]([CH3:38])[CH:18]=1.Cl>CC(O)C>[Cl:15][C:5]1[C:6]([NH:8][C:9]2[CH:13]=[C:12]([CH3:14])[NH:11][N:10]=2)=[N:7][C:2]([NH:16][C:17]2[CH:18]=[C:19]([CH3:38])[C:20]([CH:24]3[CH2:29][CH2:28][NH:27][CH:26]([CH3:37])[CH2:25]3)=[CH:21][C:22]=2[F:23])=[N:3][CH:4]=1. Procedure: A mixture of 2,5-dichloro-N-(5-methyl-1H-pyrazol-3-yl)pyrimidin-4-amine (346 mg, 1.42 mmol) and tert-butyl 4-(4-amino-5-fluoro-2-methylphenyl)-2-methylpiperidine-1-carboxylate (352 mg, 1.09 mmol) in 2-propanol (10 mL) was treated with cone. HCl (12N, 0.43 mL). The mixture was sealed and heated in a microwave at 130° C. for 45 min. The mixture was concentrated. The residue was purified by RP-HPLC to afford 5-Chloro-N2-(2-fluoro-5-methyl-4-(2-methylpiperidin-4-yl)phenyl)-N4-(5-methyl-1H-pyrazol-3-... The reactants are Cl (hydrochloric acid), NC1=C(C=CC=C1)NC(=O)C=1NN=C2CN(CCC21)C(=O)OC(C)(C)C (tert-butyl 3-(2-aminophenylcarbamoyl)-2,4,5,7-tetrahydro-pyrazolo[3,4-c]pyridine-6-carboxylate). The solvent is C(C)O (ethanol). Conditions: temperature 80 celsius, time 20 hour. Product: Cl.N1C(=NC2=C1C=CC=C2)C=2NN=C1CNCCC12 (3-(1H-benzimidazol-2-yl)-4,5,6,7-tetrahydro-2H-pyrazolo[3,4-c]pyridine hydrochloride). As a reaction SMILES: [ClH:1].[NH2:2][C:3]1[CH:8]=[CH:7][CH:6]=[CH:5][C:4]=1[NH:9][C:10]([C:12]1[NH:13][N:14]=[C:15]2[C:20]=1[CH2:19][CH2:18][N:17](C(OC(C)(C)C)=O)[CH2:16]2)=O>C(O)C>[ClH:1].[NH:2]1[C:3]2[CH:8]=[CH:7][CH:6]=[CH:5][C:4]=2[N:9]=[C:10]1[C:12]1[NH:13][N:14]=[C:15]2[C:20]=1[CH2:19][CH2:18][NH:17][CH2:16]2 |f:3.4|. Reported procedure: 2.2 ml of an aqueous 5N hydrochloric acid solution are added to a solution of 200 mg of tert-butyl 3-(2-aminophenylcarbamoyl)-2,4,5,7-tetrahydro-pyrazolo[3,4-c]pyridine-6-carboxylate in 1 ml of ethanol. After stirring for 20 hours at 80° C., the reaction medium is brought back to ambient temperature. The insoluble material is removed by filtration through sintered glass and the filtrate is concentrated under reduced pressure. 84 mg of 3-(1H-benzimidazol-2-yl)-4,5,6,7-tetrahydro-2H-pyrazolo[3,4-c... Starting materials: Clc1ncnc2c1c(-c1ccc(OCc3ccccc3)cc1)cn2C1CCC2(CC1)OCCO2, CCOC(C)=O, [Cl-], [NH4+], [Na+], C1COCCO1, [OH-]. Yields the product Nc1ncnc2c1c(-c1ccc(OCc3ccccc3)cc1)cn2C1CCC2(CC1)OCCO2. Reaction SMILES: [CH2:1]([c:2]1[cH:3][cH:4][cH:5][cH:6][cH:7]1)[O:8][c:9]1[cH:10][cH:11][c:12](-[c:15]2[cH:16][n:17]([CH:25]3[CH2:26][CH2:27][C:28]4([O:29][CH2:30][CH2:31][O:32]4)[CH2:33][CH2:34]3)[c:18]3[n:19][cH:20][n:21][c:22]([Cl:24])[c:23]23)[cH:13][cH:14]1.[CH3:37][CH2:38][O:39][C:40](=[O:41])[CH3:42].[Cl-:44].[NH4+:35].[Na+:43].[O:45]1[CH2:46][CH2:47][O:48][CH2:49][CH2:50]1.[OH-:36]>>[CH2:1]([c:2]1[cH:3][cH:4][cH:5][cH:6][cH:7]1)[O:8][c:9]1[cH:10][cH:11][c:12](-[c:15]2[cH:16][n:17]([CH:25]3[CH2:26][CH2:27][C:28]4([O:29][CH2:30][CH2:31][O:32]4)[CH2:33][CH2:34]3)[c:18]3[n:19][cH:20][n:21][c:22]([NH2:35])[c:23]23)[cH:13][cH:14]1.